This data is from the Open Reaction Database (ORD), a public repository of structured organic reaction records. The task is: describe an organic reaction: reactants, conditions, products, and yield The reactants are CC(CC1=CNC2=CC=CC=C12)(CC)N (3-(2'-methyl-2'-aminobutyl)-indole), C(=O)OC1=CC=CC=C1 (phenyl formate). Yields the product CC(CC1=CNC2=CC=CC=C12)(CC)NC=O (3-(2'-methyl-2'-formylaminobutyl)-indole). As a reaction SMILES: [CH3:1][C:2]([NH2:15])([CH2:13][CH3:14])[CH2:3][C:4]1[C:12]2[C:7](=[CH:8][CH:9]=[CH:10][CH:11]=2)[NH:6][CH:5]=1.[CH:16](OC1C=CC=CC=1)=[O:17]>>[CH3:1][C:2]([NH:15][CH:16]=[O:17])([CH2:13][CH3:14])[CH2:3][C:4]1[C:12]2[C:7](=[CH:8][CH:9]=[CH:10][CH:11]=2)[NH:6][CH:5]=1. Reported procedure: The 3-(2'-methyl-2'-aminobutyl)-indole obtained as reduction product in accordance with Example 1 or 3 was reacted with phenyl formate to yield 3-(2'-methyl-2'-formylaminobutyl)-indole; melting point 121.5°-124.5°C. (from ether). Reduction thereof with LiAlH4 yielded 3-(2'-methyl-2'-methylaminobutyl)-indole having a melting point of 100°-103°C. (from cyclohexane). Starting materials: [BH4-], CCOC(=O)Cn1cc(C=C2CN(C(c3ccccc3)(c3ccccc3)c3ccccc3)CCC2=O)cn1, CCO, [Cl-], [NH4+], [Na+]. Yields the product CCOC(=O)Cn1cc(C=C2CN(C(c3ccccc3)(c3ccccc3)c3ccccc3)CCC2O)cn1. As a reaction SMILES: [BH4-:39].[CH2:1]([CH3:2])[O:3][C:4](=[O:5])[CH2:6][n:7]1[n:8][cH:9][c:10]([CH:12]=[C:13]2[CH2:14][N:15]([C:20]([c:21]3[cH:22][cH:23][cH:24][cH:25][cH:26]3)([c:27]3[cH:28][cH:29][cH:30][cH:31][cH:32]3)[c:33]3[cH:34][cH:35][cH:36][cH:37][cH:38]3)[CH2:16][CH2:17][C:18]2=[O:19])[cH:11]1.[CH3:43][CH2:44][OH:45].[Cl-:41].[NH4+:42].[Na+:40]>>[CH2:1]([CH3:2])[O:3][C:4](=[O:5])[CH2:6][n:7]1[n:8][cH:9][c:10]([CH:12]=[C:13]2[CH2:14][N:15]([C:20]([c:21]3[cH:22][cH:23][cH:24][cH:25][cH:26]3)([c:27]3[cH:28][cH:29][cH:30][cH:31][cH:32]3)[c:33]3[cH:34][cH:35][cH:36][cH:37][cH:38]3)[CH2:16][CH2:17][CH:18]2[OH:19])[cH:11]1. Procedure: A suspension of N-(pyrid-3-yl)-4-methoxy dibenzo[b,d]furan-1-carboxamide (50 mg, 0.15 mmol) (example 8) and m-chloroperbenzoic acid (50-55%) (135 mg, 0.78 mmol) in chloroform (10 ml) was stirred at room temperature for 16 h. Chloroform was evaporated and the resulting solid was washed with saturated sodium bicarbonate solution, water, dried and then purified by column chromatography using 20% acetone-chloroform as the eluent to give 15 mg of N-(pyrid-3-yl)-4-methoxy dibenzo[b,d]furan-1-carboxami... The solvent is C(Cl)(Cl)Cl (chloroform). Isolated yield 29.9%. RXN SMILES: [N:1]1[CH:6]=[CH:5][CH:4]=[C:3]([NH:7][C:8]([C:10]2[C:18]3[C:17]4[CH:19]=[CH:20][CH:21]=[CH:22][C:16]=4[O:15][C:14]=3[C:13]([O:23][CH3:24])=[CH:12][CH:11]=2)=[O:9])[CH:2]=1.ClC1C=CC=C(C(OO)=[O:33])C=1>C(Cl)(Cl)Cl>[N:1]1[CH:6]=[CH:5][CH:4]=[C:3]([NH+:7]([O-:33])[C:8]([C:10]2[C:18]3[C:17]4[CH:19]=[CH:20][CH:21]=[CH:22][C:16]=4[O:15][C:14]=3[C:13]([O:23][CH3:24])=[CH:12][CH:11]=2)=[O:9])[CH:2]=1. Run at time 16 hour. Reactants: N1=CC(=CC=C1)NC(=O)C1=CC=C(C=2OC3=C(C21)C=CC=C3)OC (N-(pyrid-3-yl)-4-methoxy dibenzo[b,d]furan-1-carboxamide), ClC1=CC(=CC=C1)C(=O)OO (m-chloroperbenzoic acid). Yields the product N1=CC(=CC=C1)[NH+](C(=O)C1=CC=C(C=2OC3=C(C21)C=CC=C3)OC)[O-] (N-(pyrid-3-yl)-4-methoxy dibenzo[b,d]furan-1-carboxamide-N1-oxide). Yields the product Cc1cnc(N)c(N)c1. Starting materials: CO, Cc1cnc(N)c([N+](=O)[O-])c1. RXN SMILES: [CH3:12][OH:13].[NH2:1][c:2]1[n:3][cH:4][c:5]([CH3:11])[cH:6][c:7]1[N+:8]([O-:9])=[O:10]>>[NH2:1][c:2]1[n:3][cH:4][c:5]([CH3:11])[cH:6][c:7]1[NH2:8]. Reactants: CN(C)C(=S)Cl, CC(C)=O, Cl, [K+], [OH-], O, N#Cc1ccc(S(=O)(=O)c2ccc(O)cc2)cc1. Reaction SMILES: [CH3:21][N:22]([C:23](=[S:24])[Cl:25])[CH3:26].[CH3:29][C:30](=[O:31])[CH3:32].[ClH:27].[K+:20].[OH-:19].[OH2:28].[OH:1][c:2]1[cH:3][cH:4][c:5]([S:8](=[O:9])(=[O:10])[c:11]2[cH:12][cH:13][c:14]([C:15]#[N:16])[cH:17][cH:18]2)[cH:6][cH:7]1>>[O:1]([c:2]1[cH:3][cH:4][c:5]([S:8](=[O:9])(=[O:10])[c:11]2[cH:12][cH:13][c:14]([C:15]#[N:16])[cH:17][cH:18]2)[cH:6][cH:7]1)[C:23]([N:22]([CH3:21])[CH3:26])=[S:24]. Product: CN(C)C(=S)Oc1ccc(S(=O)(=O)c2ccc(C#N)cc2)cc1. Reactants: Brc1cccnc1, O=C([O-])[O-], Cn1c(N2CC3CC2CN3)nc(-c2ccncc2)cc1=O, [Cs+], [Cs+], CC(=O)[O-], CC(=O)[O-], C1CCOC1, [Pd+2], c1ccc(P(c2ccccc2)c2ccc3ccccc3c2-c2c(P(c3ccccc3)c3ccccc3)ccc3ccccc23)cc1. Product: Cn1c(N2CC3CC2CN3c2cccnc2)nc(-c2ccncc2)cc1=O. RXN SMILES: [Br:22][c:23]1[cH:24][n:25][cH:26][cH:27][cH:28]1.[C:29](=[O:30])([O-:31])[O-:32].[CH:1]12[N:2]([c:8]3[n:9][c:10](-[c:16]4[cH:17][cH:18][n:19][cH:20][cH:21]4)[cH:11][c:12](=[O:15])[n:13]3[CH3:14])[CH2:3][CH:4]([NH:5][CH2:6]1)[CH2:7]2.[Cs+:33].[Cs+:34].[O-:87][C:88]([CH3:89])=[O:90].[O-:91][C:92]([CH3:93])=[O:94].[O:81]1[CH2:82][CH2:83][CH2:84][CH2:85]1.[Pd+2:86].[c:35]1([P:36]([c:37]2[cH:38][cH:39][cH:40][cH:41][cH:42]2)[c:43]2[cH:44][cH:45][c:46]3[c:47]([cH:48][cH:49][cH:50][cH:51]3)[c:52]2-[c:53]2[c:54]3[c:55]([cH:56][cH:57][cH:58][cH:59]3)[cH:60][cH:61][c:62]2[P:63]([c:64]2[cH:65][cH:66][cH:67][cH:68][cH:69]2)[c:70]2[cH:71][cH:72][cH:73][cH:74][cH:75]2)[cH:76][cH:77][cH:78][cH:79][cH:80]1>>[CH:1]12[N:2]([c:8]3[n:9][c:10](-[c:16]4[cH:17][cH:18][n:19][cH:20][cH:21]4)[cH:11][c:12](=[O:15])[n:13]3[CH3:14])[CH2:3][CH:4]([N:5]([c:23]3[cH:24][n:25][cH:26][cH:27][cH:28]3)[CH2:6]1)[CH2:7]2.